Task: describe an organic reaction: reactants, conditions, products, and yield. Dataset: the Open Reaction Database (ORD), a public repository of structured organic reaction records Starting materials: C(=O)(OC)C1N=C(C2=CC=C(C=C2C1)OC)C1=CC=CC=C1 (3-carbomethoxy-6-methoxy-1-phenyl-3,4-dihydro-isoquinoline), C(#N)C1=C(C(=O)C(=C(C1=O)Cl)Cl)C#N (DDQ). Solvent: C1=CC=CC=C1 (benzene). Product: C(=O)(OC)C=1N=C(C2=CC=C(C=C2C1)OC)C1=CC=CC=C1 (3-Carbomethoxy-6-methoxy-1-phenylisoquinoline). RXN SMILES: [C:1]([CH:5]1[CH2:14][C:13]2[C:8](=[CH:9][CH:10]=[C:11]([O:15][CH3:16])[CH:12]=2)[C:7]([C:17]2[CH:22]=[CH:21][CH:20]=[CH:19][CH:18]=2)=[N:6]1)([O:3][CH3:4])=[O:2].C(C1C(=O)C(Cl)=C(Cl)C(=O)C=1C#N)#N>C1C=CC=CC=1>[C:1]([C:5]1[N:6]=[C:7]([C:17]2[CH:22]=[CH:21][CH:20]=[CH:19][CH:18]=2)[C:8]2[C:13]([CH:14]=1)=[CH:12][C:11]([O:15][CH3:16])=[CH:10][CH:9]=2)([O:3][CH3:4])=[O:2]. Procedure details: A mixture of 3-carbomethoxy-6-methoxy-1-phenyl-3,4-dihydro-isoquinoline (257 mg) and DDQ (217 mg) in benzene (35 mL) was heated at reflux for 1 hr. the mixture was cooled to r.t., filtered through celite washing with toluene and the filtrate was concentrated. Flash chromatography of the residue (silica gel; toluene/EtOAc (85:15)) provided the title compound as a solid. Reactants: methanolic solution, COS(=O)(=O)O (methoxysulfonic acid), B(OC)(OC)OC (trimethyl borate), CC(=O)OCC1=C(N2[C@@H]([C@@H](C2=O)N)SC1)C(=O)O (7-ACA), C(C)(=O)OC (methyl acetate). Run in S1(=O)(=O)CCCC1 (sulfolane). Conditions: temperature 20 celsius, time 1 hour. The product is NC1[C@@H]2N(C(=C(CS2)COC)C(=O)O)C1=O (7-Amino-3-Methoxymethyl-3-Cephem-4-Carboxylic Acid). The yield is 85.8%. Reaction SMILES: COS(O)(=O)=O.B(OC)(OC)OC.C(OC)(=O)C.C[C:20]([O:22][CH2:23][C:24]1[CH2:33][S:32][C@@H:27]2[C@H:28]([NH2:31])[C:29](=[O:30])[N:26]2[C:25]=1[C:34]([OH:36])=[O:35])=O>S1(CCCC1)(=O)=O>[NH2:31][CH:28]1[C:29](=[O:30])[N:26]2[C:25]([C:34]([OH:36])=[O:35])=[C:24]([CH2:23][O:22][CH3:20])[CH2:33][S:32][C@H:27]12. Procedure details: 11.9 g of a methanolic solution of methoxysulfonic acid (prepared as described in Preparation 2) and 2.10 g of trimethyl borate were added to a solution containing 10 ml of sulfolane and 5 ml of methyl acetate. The mixture was cooled to 20° C., and 2.74 g of 7-ACA were added thereto, followed by stirring at 20° C. for 1 hour. After completion of the reaction, the reaction mixture was treated following the procedures described in Example 2 to give 2.11 g (yield 86%) of the desired compound with a... The reactants are CCOCC, CS(=O)(=O)Nc1ccc(NCC(=O)O)cc1, Cl, c1ccc(OC2CCNCC2)cc1. Reaction SMILES: [CH2:31]([O:32][CH2:33][CH3:34])[CH3:35].[CH3:2][S:3](=[O:4])(=[O:5])[NH:6][c:7]1[cH:8][cH:9][c:10]([NH:13][CH2:14][C:15](=[O:16])[OH:17])[cH:11][cH:12]1.[ClH:1].[O:18]([c:19]1[cH:20][cH:21][cH:22][cH:23][cH:24]1)[CH:25]1[CH2:26][CH2:27][NH:28][CH2:29][CH2:30]1>>[CH3:2][S:3](=[O:4])(=[O:5])[NH:6][c:7]1[cH:8][cH:9][c:10]([NH:13][CH2:14][C:15](=[O:17])[N:28]2[CH2:27][CH2:26][CH:25]([O:18][c:19]3[cH:20][cH:21][cH:22][cH:23][cH:24]3)[CH2:30][CH2:29]2)[cH:11][cH:12]1. The product is CS(=O)(=O)Nc1ccc(NCC(=O)N2CCC(Oc3ccccc3)CC2)cc1. Starting materials: O=C([O-])[O-], CC(C)(C)OC(=O)N(CCCc1ccc([N+](=O)[O-])cc1)CCNS(=O)(=O)c1cc(Br)cc2cnccc12, CO, CCOC(C)=O, [Na+], [Na+], CN(C)C=O, OB(O)c1ccc(O)cc1. The product is CC(C)(C)OC(=O)N(CCCc1ccc([N+](=O)[O-])cc1)CCNS(=O)(=O)c1cc(-c2ccc(O)cc2)cc2cnccc12. RXN SMILES: [C:11](=[O:12])([O-:13])[O-:14].[C:17]([CH3:18])([CH3:19])([CH3:20])[O:21][C:22]([N:23]([CH2:24][CH2:25][CH2:26][c:27]1[cH:28][cH:29][c:30]([N+:33](=[O:34])[O-:35])[cH:31][cH:32]1)[CH2:36][CH2:37][NH:38][S:39](=[O:40])(=[O:41])[c:42]1[c:43]2[cH:44][cH:45][n:46][cH:47][c:48]2[cH:49][c:50]([Br:52])[cH:51]1)=[O:53].[CH3:59][OH:60].[CH3:61][CH2:62][O:63][C:64]([CH3:65])=[O:66].[Na+:15].[Na+:16].[O:54]=[CH:55][N:56]([CH3:57])[CH3:58].[OH:1][c:2]1[cH:3][cH:4][c:5]([B:8]([OH:9])[OH:10])[cH:6][cH:7]1>>[OH:1][c:2]1[cH:3][cH:4][c:5](-[c:50]2[cH:49][c:48]3[c:43]([c:42]([S:39]([NH:38][CH2:37][CH2:36][N:23]([C:22]([O:21][C:17]([CH3:18])([CH3:19])[CH3:20])=[O:53])[CH2:24][CH2:25][CH2:26][c:27]4[cH:28][cH:29][c:30]([N+:33](=[O:34])[O-:35])[cH:31][cH:32]4)(=[O:40])=[O:41])[cH:51]2)[cH:44][cH:45][n:46][cH:47]3)[cH:6][cH:7]1.